From a dataset of the Open Reaction Database (ORD), a public repository of structured organic reaction records. describe an organic reaction: reactants, conditions, products, and yield Starting materials: O=C=Nc1ccccc1Cl, CN1C(=O)C(N)N=C(c2ccccc2)c2ccccc21, C1CCOC1. Yields the product CN1C(=O)C(NC(=O)Nc2ccccc2Cl)N=C(c2ccccc2)c2ccccc21. Reaction SMILES: [Cl:21][c:22]1[c:23]([N:28]=[C:29]=[O:30])[cH:24][cH:25][cH:26][cH:27]1.[NH2:1][CH:2]1[C:3](=[O:20])[N:4]([CH3:19])[c:5]2[c:6]([cH:15][cH:16][cH:17][cH:18]2)[C:7]([c:9]2[cH:10][cH:11][cH:12][cH:13][cH:14]2)=[N:8]1.[O:31]1[CH2:32][CH2:33][CH2:34][CH2:35]1>>[NH:1]([CH:2]1[C:3](=[O:20])[N:4]([CH3:19])[c:5]2[c:6]([cH:15][cH:16][cH:17][cH:18]2)[C:7]([c:9]2[cH:10][cH:11][cH:12][cH:13][cH:14]2)=[N:8]1)[C:29]([NH:28][c:23]1[c:22]([Cl:21])[cH:27][cH:26][cH:25][cH:24]1)=[O:30].